This data is from the Open Reaction Database (ORD), a public repository of structured organic reaction records. The task is: describe an organic reaction: reactants, conditions, products, and yield RXN SMILES: [N:1]1[CH:6]=[CH:5][CH:4]=[C:3](B(CC)CC)[CH:2]=1.Br[C:13]1[CH:18]=[CH:17][C:16]([CH2:19][CH2:20][OH:21])=[CH:15][CH:14]=1.[OH-].[K+].O>[Br-].C([N+](CCCC)(CCCC)CCCC)CCC.C1COCC1.C(OCC)(=O)C>[OH:21][CH2:20][CH2:19][C:16]1[CH:17]=[CH:18][C:13]([C:3]2[CH:2]=[N:1][CH:6]=[CH:5][CH:4]=2)=[CH:14][CH:15]=1 |f:2.3,5.6|. Yields the product OCCC1=CC=C(C=C1)C=1C=NC=CC1 (3-[4-(2-Hydroxyethyl)phenyl]pyridine). The reactants are N1=CC(=CC=C1)B(CC)CC ((3-pyridyl)diethylborane), BrC1=CC=C(C=C1)CCO (2-(4-bromophenyl)ethanol), [OH-].[K+] (KOH), tetrakis(triphenylphosphine)Pd, O (water). The solvent is C(C)(=O)OCC (ethyl acetate), C1CCOC1 (THF). Reported procedure: 1 g (6.8 mmol) of (3-pyridyl)diethylborane, 0.87 ml (10.2 mmol) of 2-(4-bromophenyl)ethanol, 1.53 g (27 mmol) of KOH powder, 1.1 g (3.4 mmol) of tetrabutylammonium bromide and 0.39 g (0.34 mmol) of tetrakis(triphenylphosphine)Pd are mixed in 25 ml of anhydrous THF. The mixture is heated at reflux under a stream of argon for 4 hours. The mixture is poured into water, extraction is carried out with ethyl acetate, the organic phase is dried and the solvent is evaporated. The residue is purified by ... The reagents and catalysts are [Br-].C(CCC)[N+](CCCC)(CCCC)CCCC (tetrabutylammonium bromide). Starting materials: C(C)C1OC(=C(C1=O)SCC1=CC=CC=C1)CC (2,5-diethyl-4-benzylthio-2,3-dihydrofuran-3-one), [Na] (sodium), N (ammonia). Solvent: CCOCC (ether). Yields the product C(C)C1OC(C(C1=O)S)CC (2,5-diethyl-4-mercaptotetrahydrofuran-3-one). RXN SMILES: [CH2:1]([CH:3]1[C:7](=[O:8])[C:6]([S:9]CC2C=CC=CC=2)=[C:5]([CH2:17][CH3:18])[O:4]1)[CH3:2].[Na].N>CCOCC>[CH2:1]([CH:3]1[C:7](=[O:8])[CH:6]([SH:9])[CH:5]([CH2:17][CH3:18])[O:4]1)[CH3:2] |^1:18|. Reported procedure: A solution of 1.4 g of 2,5-diethyl-4-benzylthio-2,3-dihydrofuran-3-one in 50 ml anhydrous ether was treated with 0.88 g of sodium in liquid ammonia as described in Example A7. After working up the reaction mixture the title compound could be isolated by preparative gaschromatography. Relative retention time as compared with 43.1 minutes for dodecane was 51.9 minutes.